From a dataset of the Open Reaction Database (ORD), a public repository of structured organic reaction records. describe an organic reaction: reactants, conditions, products, and yield Starting materials: C(C)(C)(C)OC(=O)N1C[C@H]2CC3=CC(=C(N=C3N2[C@@H](C1)C)[C@@H](C)O)F ((4R,9aR)-7-fluoro-6-[1-(R)-hydroxy-ethyl]-4-methyl-3,4,9,9a-tetrahydro-1H-2,4a,5-triaza-fluorene-2-carboxylic acid tert-butyl ester). Run in O1CCOCC1 (dioxane), Cl (hydrochloric acid). Yields the product FC1=C(N=C2N3[C@@H](CNC[C@H]3CC2=C1)C)[C@H](C)O (1-(S)-[(4R,9aR)-7-fluoro-4-methyl-1,2,3,4,9,9a-hexahydro-2,4a,5-triaza-fluoren-6-yl]-ethanol). Isolated yield 69.9%. As a reaction SMILES: C(OC([N:8]1[CH2:20][C@@H:19]([CH3:21])[N:18]2[C@H:10]([CH2:11][C:12]3[C:17]2=[N:16][C:15]([C@H:22]([OH:24])[CH3:23])=[C:14]([F:25])[CH:13]=3)[CH2:9]1)=O)(C)(C)C>O1CCOCC1.Cl>[F:25][C:14]1[CH:13]=[C:12]2[C:17]([N:18]3[C@H:10]([CH2:11]2)[CH2:9][NH:8][CH2:20][C@H:19]3[CH3:21])=[N:16][C:15]=1[C@@H:22]([OH:24])[CH3:23]. Reported procedure: A solution of 0.010 g (4R,9aR)-7-fluoro-6-[1-(R)-hydroxy-ethyl]-4-methyl-3,4,9,9a-tetrahydro-1H-2,4a,5-triaza-fluorene-2-carboxylic acid tert-butyl ester in 1 mL dioxane and 0.1 mL 2M hydrochloric acid was kept at room temperature for 30 min. The solvent was evaporated and the residue was purified by chromatography on silica gel with dichloromethane:methanol:ammonia (100:10:1) to yield 0.005 g 1-(S)-[(4R,9aR)-7-fluoro-4-methyl-1,2,3,4,9,9a-hexahydro-2,4a,5-triaza-fluoren-6-yl]-ethanol as a color...